This data is from the Open Reaction Database (ORD), a public repository of structured organic reaction records. The task is: describe an organic reaction: reactants, conditions, products, and yield Yields the product CC(C(=O)O)c1ccc(-c2ccc(F)cc2)c(O)c1. Reactants: Br, CC(=O)O, COc1cc(C(C)C(=O)O)ccc1-c1ccc(F)cc1. RXN SMILES: [BrH:25].[CH3:21][C:22](=[O:23])[OH:24].[F:1][c:2]1[cH:3][cH:4][c:5](-[c:8]2[c:9]([O:19][CH3:20])[cH:10][c:11]([CH:14]([C:15](=[O:16])[OH:17])[CH3:18])[cH:12][cH:13]2)[cH:6][cH:7]1>>[F:1][c:2]1[cH:3][cH:4][c:5](-[c:8]2[c:9]([OH:19])[cH:10][c:11]([CH:14]([C:15](=[O:16])[OH:17])[CH3:18])[cH:12][cH:13]2)[cH:6][cH:7]1. The reactants are COC(NC1CN(C2=CC=CC=C2C1)C(CC(C[C@@H]([C@H](CN=[N+]=[N-])O)NC(=O)OC(C)(C)C)(C)C)=O)=O ([1-(7-azido-5(S)-tert-butoxycarbonylamino-6(S)-hydroxy-3,3-dimethyl-heptanoyl)-1,2,3,4-tetrahydro-quinolin-3(R,S)-yl]-carbamic acid methyl ester). Reagents/catalysts: [Pd] (Pd/C). The solvent is CO (methanol). Run at time 2 hour. The product is COC(NC1CN(C2=CC=CC=C2C1)C(CC(C[C@@H]([C@H](CN)O)NC(=O)OC(C)(C)C)(C)C)=O)=O ([1-(7-amino-5(S)-tert-butoxycarbonylamino-6(S)-hydroxy-3,3-dimethyl-heptanoyl)-1,2,3,4-tetrahydro-quinolin-3(R,S)-yl]-carbamic acid methyl ester), SiO2. RXN SMILES: [CH3:1][O:2][C:3](=[O:37])[NH:4][CH:5]1[CH2:14][C:13]2[C:8](=[CH:9][CH:10]=[CH:11][CH:12]=2)[N:7]([C:15](=[O:36])[CH2:16][C:17]([CH3:35])([CH3:34])[CH2:18][C@H:19]([NH:26][C:27]([O:29][C:30]([CH3:33])([CH3:32])[CH3:31])=[O:28])[C@@H:20]([OH:25])[CH2:21][N:22]=[N+]=[N-])[CH2:6]1>CO.[Pd]>[CH3:1][O:2][C:3](=[O:37])[NH:4][CH:5]1[CH2:14][C:13]2[C:8](=[CH:9][CH:10]=[CH:11][CH:12]=2)[N:7]([C:15](=[O:36])[CH2:16][C:17]([CH3:35])([CH3:34])[CH2:18][C@H:19]([NH:26][C:27]([O:29][C:30]([CH3:31])([CH3:33])[CH3:32])=[O:28])[C@@H:20]([OH:25])[CH2:21][NH2:22])[CH2:6]1. Procedure details: A mixture of 0.37 g of [1-(7-azido-5(S)-tert-butoxycarbonylamino-6(S)-hydroxy-3,3-dimethyl-heptanoyl)-1,2,3,4-tetrahydro-quinolin-3(R,S)-yl]-carbamic acid methyl ester and 75 mg of 10% Pd/C in 15 ml of methanol is hydrogenated at room temperature for 2 hours. The solid is removed by filtration over Hyflo® and the solution is concentrated. The title compound is obtained as a yellow oil from the residue by means of flash chromatography (SiO2 60 F). Rf=0.12 (200:40:1 dichloromethane-methanol-25% co...